From a dataset of the Open Reaction Database (ORD), a public repository of structured organic reaction records. describe an organic reaction: reactants, conditions, products, and yield The reactants are [Br-], CC(C)=O, CCC(C)OC(=O)CC(C)CCCCCOS(=O)(=O)c1ccc(C)cc1, [Li+]. Product: CCC(C)OC(=O)CC(C)CCCCCBr. RXN SMILES: [Br-:28].[CH3:29][C:30](=[O:31])[CH3:32].[CH:1]([CH3:2])([CH2:3][CH3:4])[O:5][C:6]([CH2:7][CH:8]([CH2:9][CH2:10][CH2:11][CH2:12][CH2:13][O:14][S:15]([c:16]1[cH:17][cH:18][c:19]([CH3:20])[cH:21][cH:22]1)(=[O:23])=[O:24])[CH3:25])=[O:26].[Li+:27]>>[CH:1]([CH3:2])([CH2:3][CH3:4])[O:5][C:6]([CH2:7][CH:8]([CH2:9][CH2:10][CH2:11][CH2:12][CH2:13][Br:28])[CH3:25])=[O:26].